From a dataset of the Open Reaction Database (ORD), a public repository of structured organic reaction records. describe an organic reaction: reactants, conditions, products, and yield The reactants are COC(=O)c1ccc(C)cc1Cl, [Li+], C1CCOC1, [OH-], O. The product is Cc1ccc(C(=O)O)c(Cl)c1. RXN SMILES: [Cl:1][c:2]1[c:3]([C:4](=[O:5])[O:6][CH3:7])[cH:8][cH:9][c:10]([CH3:12])[cH:11]1.[Li+:13].[O:15]1[CH2:16][CH2:17][CH2:18][CH2:19]1.[OH-:14].[OH2:20]>>[Cl:1][c:2]1[c:3]([C:4](=[O:5])[OH:6])[cH:8][cH:9][c:10]([CH3:12])[cH:11]1. Reactants: [Mg] (magnesium), ice water, IC1=C(C=CC(=C1)C(C)(C)C)OC (2-iodo-4-tert-butylanisole), S(O)(O)(=O)=O (sulfuric acid), FC(C(=O)O)(F)F (trifluoroacetic acid). Solvent: C(C)OCC (diethyl ether), C(C)OCC (diethyl ether), C(C)OCC (diethyl ether). Product: FC(C(=O)C1=C(C=CC(=C1)C(C)(C)C)OC)(F)F (2-Trifluoroacetyl-4-tert-butylanisole). Reaction SMILES: [Mg].I[C:3]1[CH:8]=[C:7]([C:9]([CH3:12])([CH3:11])[CH3:10])[CH:6]=[CH:5][C:4]=1[O:13][CH3:14].[F:15][C:16]([F:21])([F:20])[C:17](O)=[O:18].S(=O)(=O)(O)O>C(OCC)C>[F:15][C:16]([F:21])([F:20])[C:17]([C:3]1[CH:8]=[C:7]([C:9]([CH3:12])([CH3:11])[CH3:10])[CH:6]=[CH:5][C:4]=1[O:13][CH3:14])=[O:18]. Procedure: To 0.73 g of magnesium suspended in 5 ml of diethyl ether were added dropwise, under nitrogen, 8.70 g of 2-iodo-4-tert-butylanisole [described in Reference Example 1(a)] dissolved in 15 ml of diethyl ether and heated at reflux for one hour. To this solution were added dropwise 0.74 ml of trifluoroacetic acid dissolved in 3 ml of diethyl ether at room temperature, and heated at reflux for 1.5 hours. The reaction mixture was poured into ice-water, acidified with conc. sulfuric acid and extracted w... Starting materials: [Li] (Lithium), C1(=CC=CC=C1)OC (anisole), C(C)(C)(C)O (t-butanol), C1(=CC=CC=C1)OC (anisole), [Li] (lithium). Run in C(CC)N (n-propylamine), C(CN)N (ethylenediamine), O (water). The product is COC1=CCC=CC1 (1-methoxy-1,4-cyclohexadiene), COC1=CC=CCC1 (1-methoxy-1,3-cyclohexadiene). Reaction SMILES: [C:1]1([O:7][CH3:8])[CH:6]=[CH:5][CH:4]=[CH:3][CH:2]=1.[Li].C(O)(C)(C)C>C(N)CC.C(N)CN.O>[CH3:8][O:7][C:1]1[CH2:6][CH:5]=[CH:4][CH2:3][CH:2]=1.[CH3:8][O:7][C:1]1[CH2:6][CH2:5][CH:4]=[CH:3][CH:2]=1 |^1:8|. Procedure: Reduction of anisole. Lithium, in small pieces, (8.75 g, 1.25 gram-atoms) was added to a solution of anisole (54 g, 0.5 mol) in n-propylamine (400 mL), ethylenediamine (105 g (1.75 mol) and t-butanol (111 g, 1.5 mol) cooled to -18°. The temperature increased to 12° and then decreased to -5°. After 2 hr all of the lithium had reacted and the reaction mixture was diluted with 800 mL of water added slowly. The mixture was extracted with ether (3×250 mL). The ether extracts were washed with water (3... Reactants: ClC(Cl)(Cl)Cl, [H-], O=C(CCCl)Nc1cccc([N+](=O)[O-])c1, [Na+], c1ccccc1. Yields the product O=C1CCN1c1cccc([N+](=O)[O-])c1. RXN SMILES: [C:24]([Cl:25])([Cl:26])([Cl:27])[Cl:28].[H-:1].[N+:3](=[O:4])([O-:5])[c:6]1[cH:7][c:8]([NH:12][C:13]([CH2:14][CH2:15][Cl:16])=[O:17])[cH:9][cH:10][cH:11]1.[Na+:2].[cH:18]1[cH:19][cH:20][cH:21][cH:22][cH:23]1>>[N+:3](=[O:4])([O-:5])[c:6]1[cH:7][c:8]([N:12]2[C:13](=[O:17])[CH2:14][CH2:15]2)[cH:9][cH:10][cH:11]1. Product: O=C(NCc1ccc2c(c1)OCO2)c1ncccn1. RXN SMILES: NCc1ccc2c(c1)OCO2.O=C(O)c1ncccn1.CCN=C=NCCCN(C)C.Cl.CN(C)C=O>>O=C(NCc1ccc2c(c1)OCO2)c1ncccn1. Starting materials: O=C(O)c1ncccn1, NCc1ccc2c(c1)OCO2. Yield: 2.3%. Reaction conditions: temperature 25 celsius, time 2 hour. The reagents and catalysts are CCN=C=NCCCN(C)C.Cl (EDC-HCl). Run in CN(C)C=O (DMF), CN(C)C=O (DMF), CN(C)C=O (DMF), CN(C)C=O (DMF), CN(C)C=O (DMF), CN(C)C=O (DMF). Procedure: 87 mg (2.0 mmol) sodium hydride (55% in mineral oil) were added to an ice-cooled mixture of 600 mg (1.9 mmol) benzyl (R)-2-amino-3-(3,4-diethyl-phenyl)-propionate and 40 mL THF, stirred for 30 min at RT, cooled in the ice bath and 660 mg (2.1 mmol) 4-(2-oxo-1,2,4,5-tetrahydro-1,3-benzodiazepin-3-yl)-piperidine-1-carbonylchloride in 20 mL THF were added dropwise within 10 min. The reaction mixture was stirred for a further 30 min while cooling with ice and for 1 h at RT and then evaporated down u... Reaction conditions: time 30 minute. Reaction SMILES: [H-].[Na+].N[C@H:4]([CH2:15][C:16]1[CH:21]=[CH:20][C:19]([CH2:22][CH3:23])=[C:18]([CH2:24][CH3:25])[CH:17]=1)[C:5]([O:7][CH2:8][C:9]1[CH:14]=[CH:13][CH:12]=[CH:11][CH:10]=1)=[O:6].[O:26]=[C:27]1[N:33]([CH:34]2[CH2:39][CH2:38][N:37]([C:40](Cl)=[O:41])[CH2:36][CH2:35]2)[CH2:32][CH2:31][C:30]2[CH:43]=[CH:44][CH:45]=[CH:46][C:29]=2[NH:28]1.C1C[O:50]CC1>>[O:26]=[C:27]1[N:33]([CH:34]2[CH2:39][CH2:38][N:37]([C:40]([O:50][C@@H:4]([C:5]([O:7][CH2:8][C:9]3[CH:14]=[CH:13][CH:12]=[CH:11][CH:10]=3)=[O:6])[CH2:15][C:16]3[CH:21]=[CH:20][C:19]([CH2:22][CH3:23])=[C:18]([CH2:24][CH3:25])[CH:17]=3)=[O:41])[CH2:36][CH2:35]2)[CH2:32][CH2:31][C:30]2[CH:43]=[CH:44][CH:45]=[CH:46][C:29]=2[NH:28]1 |f:0.1|. Yields the product O=C1NC2=C(CCN1C1CCN(CC1)C(=O)O[C@H](CC1=CC(=C(C=C1)CC)CC)C(=O)OCC1=CC=CC=C1)C=CC=C2 ((R)-1-benzyloxycarbonyl-2-(3,4-diethyl-phenyl)-ethyl 4-(2-oxo-1,2,4,5-tetrahydro-1,3-benzodiazepin-3-yl)-piperidine-1-carboxylate). Reactants: N[C@@H](C(=O)OCC1=CC=CC=C1)CC1=CC(=C(C=C1)CC)CC (benzyl (R)-2-amino-3-(3,4-diethyl-phenyl)-propionate), C1CCOC1 (THF), ice, O=C1NC2=C(CCN1C1CCN(CC1)C(=O)Cl)C=CC=C2 (4-(2-oxo-1,2,4,5-tetrahydro-1,3-benzodiazepin-3-yl)-piperidine-1-carbonylchloride), C1CCOC1 (THF), [H-].[Na+] (sodium hydride), ice. As a reaction SMILES: [CH3:30][OH:31].[CH:1]1([CH2:6][CH:7]([C:8](=[O:9])[N:10]2[CH:11]([C:12](=[O:13])[NH2:14])[CH2:15][CH2:16][CH2:17]2)[CH2:18][N:19]([O:20][CH2:21][c:22]2[cH:23][cH:24][cH:25][cH:26][cH:27]2)[CH:28]=[O:29])[CH2:2][CH2:3][CH2:4][CH2:5]1>>[CH:1]1([CH2:6][CH:7]([C:8](=[O:9])[N:10]2[CH:11]([C:12](=[O:13])[NH2:14])[CH2:15][CH2:16][CH2:17]2)[CH2:18][N:19]([OH:20])[CH:28]=[O:29])[CH2:2][CH2:3][CH2:4][CH2:5]1. Product: NC(=O)C1CCCN1C(=O)C(CC1CCCC1)CN(O)C=O. Reactants: CO, NC(=O)C1CCCN1C(=O)C(CC1CCCC1)CN(C=O)OCc1ccccc1.